This data is from the Open Reaction Database (ORD), a public repository of structured organic reaction records. The task is: describe an organic reaction: reactants, conditions, products, and yield Reactants: O=C(N1CCc2ccc(C(O)Cn3ccc(OCc4ccccc4)cc3=O)cc2CC1)C(F)(F)F, CO, [Na+], [OH-]. Product: O=c1cc(OCc2ccccc2)ccn1CC(O)c1ccc2c(c1)CCNCC2. As a reaction SMILES: [CH2:1]([c:2]1[cH:3][cH:4][cH:5][cH:6][cH:7]1)[O:8][c:9]1[cH:10][c:11](=[O:35])[n:12]([CH2:15][CH:16]([c:17]2[cH:18][c:19]3[c:20]([cH:32][cH:33]2)[CH2:21][CH2:22][N:23]([C:26](=[O:27])[C:28]([F:29])([F:30])[F:31])[CH2:24][CH2:25]3)[OH:34])[cH:13][cH:14]1.[CH3:38][OH:39].[Na+:37].[OH-:36]>>[CH2:1]([c:2]1[cH:3][cH:4][cH:5][cH:6][cH:7]1)[O:8][c:9]1[cH:10][c:11](=[O:35])[n:12]([CH2:15][CH:16]([c:17]2[cH:18][c:19]3[c:20]([cH:32][cH:33]2)[CH2:21][CH2:22][NH:23][CH2:24][CH2:25]3)[OH:34])[cH:13][cH:14]1. Starting materials: FC(C=1C=C(OC2=CC=NC3=C(C=CC=C23)N)C=CC1)(F)F (4-(3-(trifluoromethyl)phenoxy)quinolin-8-amine), CCN(C(C)C)C(C)C (DIPEA), ClC=1C(=NC(=CC1)CNC(C(C)(C)C)=O)C(=O)O (3-chloro-6-(pivalamidomethyl)picolinic acid), C(C(=O)Cl)(=O)Cl (oxalyl chloride). The reagents and catalysts are CN(C)C=O (DMF). Solvent: C(Cl)Cl (CH2Cl2). Yields the product ClC=1C(=NC(=CC1)CNC(C(C)(C)C)=O)C(=O)NC=1C=CC=C2C(=CC=NC12)OC1=CC(=CC=C1)C(F)(F)F (3-Chloro-6-(pivalamidomethyl)-N-(4-(3-(trifluoromethyl)phenoxy)quinolin-8-yl)picolinamide). Isolated yield 38.4%. As a reaction SMILES: [F:1][C:2]([F:22])([F:21])[C:3]1[CH:4]=[C:5]([CH:18]=[CH:19][CH:20]=1)[O:6][C:7]1[C:16]2[C:11](=[C:12]([NH2:17])[CH:13]=[CH:14][CH:15]=2)[N:10]=[CH:9][CH:8]=1.[Cl:23][C:24]1[C:25]([C:38](O)=[O:39])=[N:26][C:27]([CH2:30][NH:31][C:32](=[O:37])[C:33]([CH3:36])([CH3:35])[CH3:34])=[CH:28][CH:29]=1.C(Cl)(=O)C(Cl)=O.CCN(C(C)C)C(C)C>CN(C=O)C.C(Cl)Cl>[Cl:23][C:24]1[C:25]([C:38]([NH:17][C:12]2[CH:13]=[CH:14][CH:15]=[C:16]3[C:11]=2[N:10]=[CH:9][CH:8]=[C:7]3[O:6][C:5]2[CH:18]=[CH:19][CH:20]=[C:3]([C:2]([F:1])([F:21])[F:22])[CH:4]=2)=[O:39])=[N:26][C:27]([CH2:30][NH:31][C:32](=[O:37])[C:33]([CH3:36])([CH3:34])[CH3:35])=[CH:28][CH:29]=1. Procedure: The title compound was prepared following the procedure described in Example-1 using 4-(3-(trifluoromethyl)phenoxy)quinolin-8-amine (Intermediate-11, 100 mg, 0.327 mmol), 3-chloro-6-(pivalamidomethyl)picolinic acid (Intermediate-3, 180 mg, 0.66 mmol), oxalyl chloride (125 mg, 0.99 mmol), DMF (1 drop) and DIPEA (126 mg, 0.98 mmol) in CH2Cl2 (5 mL) to afford 70 mg of the title product. 1H NMR (300 MHz, DMSO-d6): δ 11.86 (s, 1H), 8.91 (d, J=6.9 Hz, 1H), 8.81 (d, 1H), 8.35 (br t, 1H), 8.12 (d, J=7.8... The reactants are C(C)(C)(C)OC(N[C@@H](CC(C)C)C(N[C@@H]1C(CN[C@@H](CC1)C)O)=O)=O ([(S)-3-Methyl-1-((4S,7R)-7-methyl-3-hydroxy-azepan-4-ylcarbamoyl)-butyl]-carbamic acid tert-butyl ester), COC([C@H](CC(C)C)N=C=O)=O ((S)-(−)-2-isocyanato-4-methylvaleric acid methyl ester). The solvent is C1CCOC1 (THF). Conditions: time 2 hour. The product is COC([C@H](CC(C)C)NC(=O)N1[C@@H](CC[C@@H](C(C1)O)NC([C@H](CC(C)C)NC(=O)OC(C)(C)C)=O)C)=O ((S)-2-({1-[(2R,5S)-5-((S)-2-tert-Butoxycarbonylamino-4-methyl-pentanoylamino)-2-methyl-6-hydroxy-azepan-1-yl]-methanoyl}-amino)-4-methyl-pentanoic acid methyl ester). Isolated yield 91.2%. As a reaction SMILES: [C:1]([O:5][C:6](=[O:25])[NH:7][C@H:8]([C:13](=[O:24])[NH:14][C@H:15]1[CH2:21][CH2:20][C@@H:19]([CH3:22])[NH:18][CH2:17][CH:16]1[OH:23])[CH2:9][CH:10]([CH3:12])[CH3:11])([CH3:4])([CH3:3])[CH3:2].[CH3:26][O:27][C:28](=[O:37])[C@@H:29]([N:34]=[C:35]=[O:36])[CH2:30][CH:31]([CH3:33])[CH3:32]>C1COCC1>[CH3:26][O:27][C:28](=[O:37])[C@@H:29]([NH:34][C:35]([N:18]1[CH2:17][CH:16]([OH:23])[C@@H:15]([NH:14][C:13](=[O:24])[C@@H:8]([NH:7][C:6]([O:5][C:1]([CH3:3])([CH3:4])[CH3:2])=[O:25])[CH2:9][CH:10]([CH3:12])[CH3:11])[CH2:21][CH2:20][C@H:19]1[CH3:22])=[O:36])[CH2:30][CH:31]([CH3:33])[CH3:32]. Reported procedure: [(S)-3-Methyl-1-((4S,7R)-7-methyl-3-hydroxy-azepan-4-ylcarbamoyl)-butyl]-carbamic acid tert-butyl ester (Example 12a-i, 500 mg, 1.4 mmol) was dissolved in THF (7 ml), then (S)-(−)-2-isocyanato-4-methylvaleric acid methyl ester (180 mg, 1.05 mmol) was added and the reaction mixture was stirred at RT for 2 h. The reaction mixture was concentrated in vacuo by rotary evaporation, and chromatographed (silica gel, 1% to 2% MeOH/CH2Cl2) to yield the title compound as a white solid (91%, 506 mg): LC/Ele... Starting materials: COC(C1=CC(=C(C(=C1)C(F)(F)F)OCOC)OC)=O (3-methoxy-4-methoxymethoxy-5-trifluoromethylbenzoic acid methyl ester), Cl (hydrochloric acid). The solvent is C(C)(=O)OCC (ethyl acetate), C1CCOC1 (THF). Run at time 30 minute. Product: COC(C1=CC(=C(C(=C1)C(F)(F)F)O)OC)=O (4-Hydroxy-3-methoxy-5-trifluoromethylbenzoic acid methyl ester). Isolated yield 48.3%. As a reaction SMILES: [CH3:1][O:2][C:3](=[O:20])[C:4]1[CH:9]=[C:8]([C:10]([F:13])([F:12])[F:11])[C:7]([O:14]COC)=[C:6]([O:18][CH3:19])[CH:5]=1.Cl>C1COCC1.C(OCC)(=O)C>[CH3:1][O:2][C:3](=[O:20])[C:4]1[CH:9]=[C:8]([C:10]([F:13])([F:12])[F:11])[C:7]([OH:14])=[C:6]([O:18][CH3:19])[CH:5]=1. Reported procedure: To a solution of 3-methoxy-4-methoxymethoxy-5-trifluoromethylbenzoic acid methyl ester (453 mg) in THF (4 mL) was added 6N-hydrochloric acid (4 mL), and the mixture was stirred at room temperature for 30 minutes. The reaction solution was diluted with ethyl acetate, washed with water and saturated brine, dried over anhydrous sodium sulfate, and concentrated in vacuo. The residue was purified by column chromatography on silica gel (hexane:ethyl acetate=4:1 to 3:1, v/v) to give the title compound ... The reactants are CC1(C(NC2=CC(=C(C=C12)NC(C)=O)[N+](=O)[O-])=O)C (N-(3,3-dimethyl-6-nitro-2-oxo-2,3-dihydro-1H-indol-5-yl)-acetamide), COC1=CC=C(CCl)C=C1 (4-methoxybenzyl chloride), C(=O)([O-])[O-].[K+].[K+] (K2CO3). Product: NC=1C=C2C(C(N(C2=CC1[N+](=O)[O-])CC1=CC=C(C=C1)OC)=O)(C)C (5-Amino-1-(4-methoxy-benzyl)-3,3-dimethyl-6-nitro-1,3-dihydro-indol-2-one). RXN SMILES: [CH3:1][C:2]1([CH3:19])[C:10]2[C:5](=[CH:6][C:7]([N+:15]([O-:17])=[O:16])=[C:8]([NH:11]C(=O)C)[CH:9]=2)[NH:4][C:3]1=[O:18].[CH3:20][O:21][C:22]1[CH:29]=[CH:28][C:25]([CH2:26]Cl)=[CH:24][CH:23]=1.C([O-])([O-])=O.[K+].[K+]>>[NH2:11][C:8]1[CH:9]=[C:10]2[C:5](=[CH:6][C:7]=1[N+:15]([O-:17])=[O:16])[N:4]([CH2:26][C:25]1[CH:28]=[CH:29][C:22]([O:21][CH3:20])=[CH:23][CH:24]=1)[C:3](=[O:18])[C:2]2([CH3:1])[CH3:19] |f:2.3.4|. Reported procedure: Analogously to general procedure (I) N-(3,3-dimethyl-6-nitro-2-oxo-2,3-dihydro-1H-indol-5-yl)-acetamide (1.5 g) is synthesized according to the general procedure using 4-methoxybenzyl chloride (0.92 g; 5.86 mmol) and K2CO3 (2.3 g; 16.6 mmol) at RT for 20 h. After filtration and evaporation of the solvent the crude material is de-acetylated under reflux conditions in 2-propanol (15 ml) and hydrochloric acid (6 N; 45 ml). Pure 5-amino-1-(4-methoxy-benzyl)-3,3-dimethyl-6-nitro-1,3-dihydro-indol-2-o...